Dataset: the Open Reaction Database (ORD), a public repository of structured organic reaction records. Task: describe an organic reaction: reactants, conditions, products, and yield Starting materials: N1=CC=CC=2CC(CC12)COS(=O)(=O)C (methanesulfonic acid 6,7-dihydro-5H-[1]pyrindin-6-ylmethyl ester), CC1(CNC=2N(C(C=C(N2)C2=CC=NC=C2)=O)C1)C (7,7-dimethyl-2-(pyridin-4-yl)-6,7,8,9-tetrahydro-4H-pyrimido[1,2-a]pyrimidin-4-one), [H-].[Na+] (sodium hydride), O (water). Run in CN(C=O)C (dimethylformamide), C(Cl)Cl (CH2Cl2), CN(C=O)C (dimethylformamide). Reaction conditions: time 40 minute. Yields the product N1=CC=CC=2C[C@H](CC12)CN1CC(CN2C1=NC(=CC2=O)C2=CC=NC=C2)(C)C ((+)-(6R)-9-(6,7-Dihydro-5H-[1]pyrindin-6-ylmethyl)-7,7-dimethyl-2-(pyridin-4-yl)-6,7,8,9-tetrahydro-pyrimido[1,2-a]pyrimidin-4-one). As a reaction SMILES: [CH3:1][C:2]1([CH3:19])[CH2:18][N:6]2[C:7](=[O:17])[CH:8]=[C:9]([C:11]3[CH:16]=[CH:15][N:14]=[CH:13][CH:12]=3)[N:10]=[C:5]2[NH:4][CH2:3]1.[H-].[Na+].[N:22]1[C:30]2[CH2:29][CH:28]([CH2:31]OS(C)(=O)=O)[CH2:27][C:26]=2[CH:25]=[CH:24][CH:23]=1.O>CN(C)C=O.C(Cl)Cl>[N:22]1[C:30]2[CH2:29][C@H:28]([CH2:31][N:4]3[C:5]4=[N:10][C:9]([C:11]5[CH:16]=[CH:15][N:14]=[CH:13][CH:12]=5)=[CH:8][C:7](=[O:17])[N:6]4[CH2:18][C:2]([CH3:19])([CH3:1])[CH2:3]3)[CH2:27][C:26]=2[CH:25]=[CH:24][CH:23]=1 |f:1.2|. Procedure details: A suspension of 0.51 g (2 mmol) of 7,7-dimethyl-2-(pyridin-4-yl)-6,7,8,9-tetrahydro-4H-pyrimido[1,2-a]pyrimidin-4-one in 10 ml of anhydrous dimethylformamide was treated with 96 mg (2 mmol) of sodium hydride (50% suspension in mineral oil) and the resulting mixture was stirred for 40 min. 0.455 g (2 mmol) of methanesulfonic acid 6,7-dihydro-5H-[1]pyrindin-6-ylmethyl ester in 2 ml of anhydrous dimethylformamide was added and the reaction mixture stirred at room temperature for 18 h. The solution ... Reactants: O=C([O-])O, CCO, Nc1ccc(F)c(Cl)c1, N#Cc1cnc2cnc(F)cc2c1Cl, [Na+]. Yields the product N#Cc1cnc2cnc(F)cc2c1Nc1ccc(F)c(Cl)c1. Reaction SMILES: [C:24](=[O:25])([OH:26])[O-:27].[CH3:29][CH2:30][OH:31].[Cl:15][c:16]1[cH:17][c:18]([NH2:19])[cH:20][cH:21][c:22]1[F:23].[Cl:1][c:2]1[c:3]([C:13]#[N:14])[cH:4][n:5][c:6]2[cH:7][n:8][c:9]([F:12])[cH:10][c:11]12.[Na+:28]>>[c:2]1([NH:19][c:18]2[cH:17][c:16]([Cl:15])[c:22]([F:23])[cH:21][cH:20]2)[c:3]([C:13]#[N:14])[cH:4][n:5][c:6]2[cH:7][n:8][c:9]([F:12])[cH:10][c:11]12. Reactants: O (Water), O=C1C(CN(C2=C(N1)C=CC=C2)C(C(C)(C)C)=O)NC(=O)OC(C)(C)C (2-Oxo-3-tert-butoxycarbonylamino-5-pivaloyl-1,3,4,5-tetrahydro-2H-1,5-benzodiazepine), [H-].[Na+] (sodium hydride), BrCC(=O)C1=C(C=CC=C1)[N+](=O)[O-] (2-bromo-2′-nitroacetophenone). The solvent is CN(C=O)C (N,N-dimethylformamide). Run at time 15 minute. Product: [N+](=O)([O-])C1=C(C(CN2C(C(CN(C3=C2C=CC=C3)C(C(C)(C)C)=O)NC(=O)OC(C)(C)C)=O)=O)C=CC=C1 (1-(2-nitrophenacyl)-2-oxo-3-tert-butoxycarbonylamino-5-pivaloyl-1,3,4,5-tetrahydro-2H-1,5-benzodiazepine). Isolated yield 52.4%. As a reaction SMILES: [O:1]=[C:2]1[NH:8][C:7]2[CH:9]=[CH:10][CH:11]=[CH:12][C:6]=2[N:5]([C:13](=[O:18])[C:14]([CH3:17])([CH3:16])[CH3:15])[CH2:4][CH:3]1[NH:19][C:20]([O:22][C:23]([CH3:26])([CH3:25])[CH3:24])=[O:21].[H-].[Na+].Br[CH2:30][C:31]([C:33]1[CH:38]=[CH:37][CH:36]=[CH:35][C:34]=1[N+:39]([O-:41])=[O:40])=[O:32].O>CN(C)C=O>[N+:39]([C:34]1[CH:35]=[CH:36][CH:37]=[CH:38][C:33]=1[C:31](=[O:32])[CH2:30][N:8]1[C:7]2[CH:9]=[CH:10][CH:11]=[CH:12][C:6]=2[N:5]([C:13](=[O:18])[C:14]([CH3:17])([CH3:16])[CH3:15])[CH2:4][CH:3]([NH:19][C:20]([O:22][C:23]([CH3:26])([CH3:25])[CH3:24])=[O:21])[C:2]1=[O:1])([O-:41])=[O:40] |f:1.2|. Procedure: 2-Oxo-3-tert-butoxycarbonylamino-5-pivaloyl-1,3,4,5-tetrahydro-2H-1,5-benzodiazepine (100 mg) was added to a suspension of 60% sodium hydride (22 mg) in N,N-dimethylformamide (5 ml), the mixture was stirred at room temperature for 15 minutes. Subsequently, 2-bromo-2′-nitroacetophenone (102 mg) was added thereto, and stirred at room temperature for one hour. Water was added to the reaction mixture, extracted with ethyl acetate. The organic layer was washed with saturated brine, dried over anhydro...